Dataset: the Open Reaction Database (ORD), a public repository of structured organic reaction records. Task: describe an organic reaction: reactants, conditions, products, and yield The reactants are C1CCOC1, [Li]CCCC, CCOC(=O)c1cc2cc(OC)ccc2o1, CC(C)NC(C)C, Fc1ccccn1. The product is COc1ccc2oc(C(=O)c3cccnc3F)cc2c1. As a reaction SMILES: [CH2:36]1[O:37][CH2:38][CH2:39][CH2:40]1.[CH3:1][CH2:2][CH2:3][CH2:4][Li:5].[CH3:20][O:21][c:22]1[cH:23][cH:24][c:25]2[c:26]([cH:27][c:28]([C:30](=[O:31])[O:32][CH2:33][CH3:34])[o:29]2)[cH:35]1.[CH:6]([NH:7][CH:8]([CH3:9])[CH3:10])([CH3:11])[CH3:12].[F:13][c:14]1[n:15][cH:16][cH:17][cH:18][cH:19]1>>[F:13][c:14]1[n:15][cH:16][cH:17][cH:18][c:19]1[C:30]([c:28]1[cH:27][c:26]2[c:25]([cH:24][cH:23][c:22]([O:21][CH3:20])[cH:35]2)[o:29]1)=[O:31].